From a dataset of the Open Reaction Database (ORD), a public repository of structured organic reaction records. describe an organic reaction: reactants, conditions, products, and yield The reactants are CN(C)S(=O)(=O)c1ccc(C(=O)O)cc1, Nc1ccc(Cl)c(-c2ccccn2)c1. Yields the product CN(C)S(=O)(=O)c1ccc(C(=O)Nc2ccc(Cl)c(-c3ccccn3)c2)cc1. RXN SMILES: [CH3:15][N:16]([S:17](=[O:18])(=[O:19])[c:20]1[cH:21][cH:22][c:23]([C:24](=[O:25])[OH:26])[cH:27][cH:28]1)[CH3:29].[Cl:1][c:2]1[c:3](-[c:9]2[n:10][cH:11][cH:12][cH:13][cH:14]2)[cH:4][c:5]([NH2:6])[cH:7][cH:8]1>>[Cl:1][c:2]1[c:3](-[c:9]2[n:10][cH:11][cH:12][cH:13][cH:14]2)[cH:4][c:5]([NH:6][C:24]([c:23]2[cH:22][cH:21][c:20]([S:17]([N:16]([CH3:15])[CH3:29])(=[O:18])=[O:19])[cH:28][cH:27]2)=[O:25])[cH:7][cH:8]1.